describe an organic reaction: reactants, conditions, products, and yield From a dataset of the Open Reaction Database (ORD), a public repository of structured organic reaction records. Starting materials: ClCCl, OCC1CCC(C2CCC(CCC3OCCO3)CC2)CC1, Cc1ccc(S(=O)(=O)Cl)cc1, c1ccncc1. Yields the product Cc1ccc(S(=O)(=O)OCC2CCC(C3CCC(CCC4OCCO4)CC3)CC2)cc1. Reaction SMILES: [CH2:39]([Cl:40])[Cl:41].[O:1]1[CH:2]([CH2:6][CH2:7][CH:8]2[CH2:9][CH2:10][CH:11]([CH:14]3[CH2:15][CH2:16][CH:17]([CH2:20][OH:21])[CH2:18][CH2:19]3)[CH2:12][CH2:13]2)[O:3][CH2:4][CH2:5]1.[c:22]1([CH3:32])[cH:23][cH:24][c:25]([S:28](=[O:29])(=[O:30])[Cl:31])[cH:26][cH:27]1.[cH:33]1[cH:34][cH:35][n:36][cH:37][cH:38]1>>[O:1]1[CH:2]([CH2:6][CH2:7][CH:8]2[CH2:9][CH2:10][CH:11]([CH:14]3[CH2:15][CH2:16][CH:17]([CH2:20][O:21][S:28]([c:25]4[cH:24][cH:23][c:22]([CH3:32])[cH:27][cH:26]4)(=[O:29])=[O:30])[CH2:18][CH2:19]3)[CH2:12][CH2:13]2)[O:3][CH2:4][CH2:5]1. The reactants are ClC1=C(C=C2N1C(=CNC2=O)CC2=CC(=C(C=C2)F)C(=O)N2CCNCC2)Cl (6,7-dichloro-4-[4-fluoro-3-(piperazin-1-ylcarbonyl)benzyl]pyrrolo[1,2-a]pyrazin-1(2H)-one), C(C)S(=O)(=O)Cl (ethanesulfonyl chloride), CCN(C(C)C)C(C)C (DIPEA). Run in CN(C)C=O (DMF). Run at time 1 hour. The product is ClC1=C(C=C2N1C(=CNC2=O)CC2=CC(=C(C=C2)F)C(=O)N2CCN(CC2)S(=O)(=O)CC)Cl (6,7-Dichloro-4-(3-{[4-(ethylsulfonyl)piperazin-1-yl]carbonyl}-4-fluorobenzyl)pyrrolo[1,2-a]pyrazin-1(2H)-one). Reaction SMILES: [Cl:1][C:2]1[N:6]2[C:7]([CH2:12][C:13]3[CH:18]=[CH:17][C:16]([F:19])=[C:15]([C:20]([N:22]4[CH2:27][CH2:26][NH:25][CH2:24][CH2:23]4)=[O:21])[CH:14]=3)=[CH:8][NH:9][C:10](=[O:11])[C:5]2=[CH:4][C:3]=1[Cl:28].[CH2:29]([S:31](Cl)(=[O:33])=[O:32])[CH3:30].CCN(C(C)C)C(C)C>CN(C=O)C>[Cl:1][C:2]1[N:6]2[C:7]([CH2:12][C:13]3[CH:18]=[CH:17][C:16]([F:19])=[C:15]([C:20]([N:22]4[CH2:23][CH2:24][N:25]([S:31]([CH2:29][CH3:30])(=[O:33])=[O:32])[CH2:26][CH2:27]4)=[O:21])[CH:14]=3)=[CH:8][NH:9][C:10](=[O:11])[C:5]2=[CH:4][C:3]=1[Cl:28]. Procedure details: To a solution of Example 16, P1 in DMF (0.3 M), was added ethanesulfonyl chloride (1 eq) and DIPEA (1 eq). The resulting mixture was stirred for 1 hour at RT. The product was isolated by purification at preparative-HPLC. 1H NMR (400 MHz, DMSO-d6) δ: 10.91 (1H, m, J=5.6 Hz), 7.38-7.18 (3H, m), 7.14 (1H, s), 6.57 (1H, m, J=5.8 Hz), 4.37 (2H, m), 3.87-3.54 (4H, m), 3.31-3.18 (4H, m), 3.05 (2H, q, J=7.41 Hz), 1.21 (3H, t, J=7.20 Hz). MS (ES) C21H21Cl2FN4O4S requires: 514/516, found: 515/517 (M+H)+. Reactants: BrC1=NC=C(C(=C1)C1=CC=C(C=C1)N1C(OC([C@@H]1C1=CC=CC=C1)(C)C)=O)F ((S)-3-(4-(2-bromo-5-fluoropyridin-4-yl)phenyl)-5,5-dimethyl-4-phenyloxazolidin-2-one), C(CCC)[Sn](C1=NC=CC=N1)(CCCC)CCCC (2-(tributylstannyl)pyrimidine), [Cl-].[Li+] (lithium chloride). Reagents/catalysts: [Cu]I (copper (I) iodide), C=1C=CC(=CC1)[P](C=2C=CC=CC2)(C=3C=CC=CC3)[Pd]([P](C=4C=CC=CC4)(C=5C=CC=CC5)C=6C=CC=CC6)([P](C=7C=CC=CC7)(C=8C=CC=CC8)C=9C=CC=CC9)[P](C=1C=CC=CC1)(C=1C=CC=CC1)C=1C=CC=CC1 (Tetrakis(triphenylphosphine)palladium(0)). Solvent: CN(C)C=O (DMF). Run at temperature 120 celsius, time 1 hour. Yields the product FC=1C(=CC(=NC1)C1=NC=CC=N1)C1=CC=C(C=C1)N1C(OC([C@@H]1C1=CC=CC=C1)(C)C)=O ((S)-3-(4-(5-fluoro-2-(pyrimidin-2-yl)pyridin-4-yl)phenyl)-5,5-dimethyl-4-phenyloxazolidin-2-one). Yield: 20.0%. Reaction SMILES: Br[C:2]1[CH:7]=[C:6]([C:8]2[CH:13]=[CH:12][C:11]([N:14]3[C@@H:18]([C:19]4[CH:24]=[CH:23][CH:22]=[CH:21][CH:20]=4)[C:17]([CH3:26])([CH3:25])[O:16][C:15]3=[O:27])=[CH:10][CH:9]=2)[C:5]([F:28])=[CH:4][N:3]=1.C([Sn](CCCC)(CCCC)[C:34]1[N:39]=[CH:38][CH:37]=[CH:36][N:35]=1)CCC.[Cl-].[Li+]>[Cu]I.C1C=CC([P]([Pd]([P](C2C=CC=CC=2)(C2C=CC=CC=2)C2C=CC=CC=2)([P](C2C=CC=CC=2)(C2C=CC=CC=2)C2C=CC=CC=2)[P](C2C=CC=CC=2)(C2C=CC=CC=2)C2C=CC=CC=2)(C2C=CC=CC=2)C2C=CC=CC=2)=CC=1.CN(C=O)C>[F:28][C:5]1[C:6]([C:8]2[CH:13]=[CH:12][C:11]([N:14]3[C@@H:18]([C:19]4[CH:24]=[CH:23][CH:22]=[CH:21][CH:20]=4)[C:17]([CH3:26])([CH3:25])[O:16][C:15]3=[O:27])=[CH:10][CH:9]=2)=[CH:7][C:2]([C:34]2[N:39]=[CH:38][CH:37]=[CH:36][N:35]=2)=[N:3][CH:4]=1 |f:2.3,^1:55,57,76,95|. Procedure details: A microwave vial was charged with (S)-3-(4-(2-bromo-5-fluoropyridin-4-yl)phenyl)-5,5-dimethyl-4-phenyloxazolidin-2-one (0.060 g, 0.136 mmol), 2-(tributylstannyl)pyrimidine (commercially available from Frontier Scientific, Inc., Logan Utah) (0.067 mL, 0.204 mmol), lithium chloride (0.012 g, 0.272 mmol), copper (I) iodide (2.59 mg, 0.014 mmol), and DMF (2.0 mL). Tetrakis(triphenylphosphine)palladium(0) (0.016 g, 0.014 mmol) was added, the system was purged with argon, and the tube was sealed. The ... Yields the product Cl.C(C)(=O)N1[C@@H](CN(C2=C(C1)C=C(C=C2)C2=CC=CC=C2)CC=2N=CNC2)CC2=CC=CC=C2 ((R)-4-Acetyl-2,3,4,5-tetrahydro-1-(1H-imidazol-4-ylmethyl)-7-phenyl-3-(phenylmethyl)-1H-1,4-benzodiazepine, monohydrochloride). Procedure: A solution of 115 mg (0.29 mmol) of Compound B in 2.5 mL of dichloroethane and 2.5 mL of glacial acetic acid was treated with 69 mg (0.71 mmol) of 4-imidazole-carboxaldehyde, 3A sieves and stirred at rt for 18 hrs. The mixture was treated with 122 mg (0.58 mmol) of sodium triacetoxyborohydride in one portion and stirred at rt for 30 min and filtered. The filtrate was partitioned between 100 mL of ethyl acetate and 100 mL of 1 N sodium hydroxide. The organic layer was washed with brine, dried (Na... Reactants: C(C)(=O)O[BH-](OC(C)=O)OC(C)=O.[Na+] (sodium triacetoxyborohydride), Cl.Cl.Cl.N1C=NC(=C1)CN1CC(N(CC2=C1C=CC(=C2)C=2C=NC=CC2)C(C(F)(F)F)=O)CC2=CC=CC=C2 (2,3,4,5-Tetrahydro-1-(1H-imidazol-4-ylmethyl)-3-(phenylmethyl)-7-(3-pyridinyl)-4-(trifluoroacetyl)-1H-1,4-benzodiazepine, trihydrochloride), N1C=NC(=C1)C=O (4-imidazole-carboxaldehyde), 3A. Yield: 21.9%. The solvent is ClC(C)Cl (dichloroethane), C(C)(=O)O (acetic acid). Reaction SMILES: [ClH:1].Cl.Cl.[NH:4]1[CH:8]=[C:7]([CH2:9][N:10]2[C:16]3[CH:17]=[CH:18][C:19]([C:21]4[CH:22]=N[CH:24]=[CH:25][CH:26]=4)=[CH:20][C:15]=3[CH2:14][N:13]([C:27](=[O:32])[C:28](F)(F)F)[CH:12]([CH2:33][C:34]3[CH:39]=[CH:38][CH:37]=[CH:36][CH:35]=3)[CH2:11]2)[N:6]=[CH:5]1.N1C=C(C=O)N=[CH:41]1.C(O[BH-](OC(=O)C)OC(=O)C)(=O)C.[Na+]>ClC(Cl)C.C(O)(=O)C>[ClH:1].[C:27]([N:13]1[CH2:14][C:15]2[CH:20]=[C:19]([C:21]3[CH:22]=[CH:41][CH:24]=[CH:25][CH:26]=3)[CH:18]=[CH:17][C:16]=2[N:10]([CH2:9][C:7]2[N:6]=[CH:5][NH:4][CH:8]=2)[CH2:11][C@H:12]1[CH2:33][C:34]1[CH:35]=[CH:36][CH:37]=[CH:38][CH:39]=1)(=[O:32])[CH3:28] |f:0.1.2.3,5.6,9.10|. Reaction conditions: time 18 hour.